From a dataset of the Open Reaction Database (ORD), a public repository of structured organic reaction records. describe an organic reaction: reactants, conditions, products, and yield Starting materials: CC(C)(C)OC(=O)C=Cc1ccc(N)nc1, [Li]CCCC, CC(NCc1ccccc1)c1ccccc1, C1CCOC1, [Cl-], [NH4+]. Yields the product CC(c1ccccc1)N(Cc1ccccc1)C(CC(=O)OC(C)(C)C)c1ccc(N)nc1. Reaction SMILES: [C:22]([CH3:23])([CH3:24])([CH3:25])[O:26][C:27]([CH:28]=[CH:29][c:30]1[cH:31][n:32][c:33]([NH2:36])[cH:34][cH:35]1)=[O:37].[CH2:17]([Li:18])[CH2:19][CH2:20][CH3:21].[CH2:1]([c:2]1[cH:3][cH:4][cH:5][cH:6][cH:7]1)[NH:8][CH:9]([c:10]1[cH:11][cH:12][cH:13][cH:14][cH:15]1)[CH3:16].[CH2:40]1[O:41][CH2:42][CH2:43][CH2:44]1.[Cl-:38].[NH4+:39]>>[CH2:1]([c:2]1[cH:3][cH:4][cH:5][cH:6][cH:7]1)[N:8]([CH:9]([c:10]1[cH:11][cH:12][cH:13][cH:14][cH:15]1)[CH3:16])[CH:29]([CH2:28][C:27]([O:26][C:22]([CH3:23])([CH3:24])[CH3:25])=[O:37])[c:30]1[cH:31][n:32][c:33]([NH2:36])[cH:34][cH:35]1.